From a dataset of the Open Reaction Database (ORD), a public repository of structured organic reaction records. describe an organic reaction: reactants, conditions, products, and yield The reactants are C(C)C=1C(=C(NC1I)C=O)C(=O)OCC1=CC=CC=C1 (benzyl 4-ethyl-2-formyl-5-iodo-1H-pyrrole-3-carboxylate), FC1=CC=C(C=C1)B(O)O (4-fluorophenylboronic acid), COC=1C=C(C=CC1)B(O)O (3-methoxyphenylboronic acid). Yields the product C(C)C=1C(=C(NC1C1=CC(=CC=C1)OC)C=O)C(=O)OCC1=CC=CC=C1 (benzyl 4-ethyl-2-formyl-5-(3-methoxyphenyl)-1H-pyrrole-3-carboxylate). Reaction SMILES: [CH2:1]([C:3]1[C:4]([C:11]([O:13][CH2:14][C:15]2[CH:20]=[CH:19][CH:18]=[CH:17][CH:16]=2)=[O:12])=[C:5]([CH:9]=[O:10])[NH:6][C:7]=1I)[CH3:2].FC1C=CC(B(O)O)=CC=1.[CH3:31][O:32][C:33]1[CH:34]=[C:35](B(O)O)[CH:36]=[CH:37][CH:38]=1>>[CH2:1]([C:3]1[C:4]([C:11]([O:13][CH2:14][C:15]2[CH:20]=[CH:19][CH:18]=[CH:17][CH:16]=2)=[O:12])=[C:5]([CH:9]=[O:10])[NH:6][C:7]=1[C:37]1[CH:36]=[CH:35][CH:34]=[C:33]([O:32][CH3:31])[CH:38]=1)[CH3:2]. Procedure details: Following the procedures described in Example 5, replacing methyl 4-ethyl-2-formyl-5-iodo-1H-pyrrole-3-carboxylate with benzyl 4-ethyl-2-formyl-5-iodo-1H-pyrrole-3-carboxylate and 4-fluorophenylboronic acid with 3-methoxyphenylboronic acid, the title compound was obtained. Proton NMR for the product was consistent with the title compound. 1H NMR (500 MHz, CDCl3) δ 10.14 (s,.1H); 7.45 (m, 2H); 7.36-7.41 (m, 4H); 7.02 (m 2H); 6.96 (m, 2H); 5.39 (s, 2H); 3.85 (s, 3H); 2.85 (q, J=7.3 Hz, 2H); 1.21 (...